This data is from the Open Reaction Database (ORD), a public repository of structured organic reaction records. The task is: describe an organic reaction: reactants, conditions, products, and yield Starting materials: Br[C@@H](C(=O)OC(C)(C)C)CO (tert-butyl (2R)-2-bromo-3-hydroxypropionate), O=C(C(=O)OCC)C(=O)OCC (diethyl ketomalonate), CCCCCC (hexane), C([O-])([O-])=O.[K+].[K+] (potassium carbonate). Run in O (Water). Run at time 15 hour. The product is O1C(O[C@@H](C1)C(=O)OC(C)(C)C)(C(=O)OCC)C(=O)OCC (4-tert-butyl 2,2-diethyl (4S)-1,3-dioxolane-2,2,4-tricarboxylate). Isolated yield 83.0%. As a reaction SMILES: Br[C@H:2]([CH2:10][OH:11])[C:3]([O:5][C:6]([CH3:9])([CH3:8])[CH3:7])=[O:4].[O:12]=[C:13]([C:19]([O:21][CH2:22][CH3:23])=[O:20])[C:14]([O:16][CH2:17][CH3:18])=[O:15].CCCCCC.C(=O)([O-])[O-].[K+].[K+]>O>[O:11]1[CH2:10][C@@H:2]([C:3]([O:5][C:6]([CH3:9])([CH3:8])[CH3:7])=[O:4])[O:12][C:13]1([C:14]([O:16][CH2:17][CH3:18])=[O:15])[C:19]([O:21][CH2:22][CH3:23])=[O:20] |f:3.4.5|. Procedure: 6.90 g of tert-butyl (2R)-2-bromo-3-hydroxypropionate and 5.3 g of diethyl ketomalonate were mixed, and after the heat-generated reaction solution returned to room temperature, 15 ml of hexane and 6.4 g of potassium carbonate were sequentially added, followed by stirring at room temperature for 15 hours. Water was added to the reaction solution, followed by extraction with ethyl ether. The obtained organic layer was washed with water and a saturated sodium chloride aqueous solution, and then dri... The reactants are ice water, S(=O)=O (sulfur dioxide), cupric chloride dihydrate, CC=1SC2=C(N1)C=CC=C2N (2-Methyl-7-aminobenzothiazole), Cl (hydrochloric acid), diazonium salt, N(=O)[O-].[Na+] (sodium nitrite). Run in C(C)(=O)O (acetic acid), O (water), O (water). Run at temperature 0 celsius, time 15 minute. Yields the product CC=1SC2=C(N1)C=CC=C2S(=O)(=O)Cl (2-methyl-7-chlorosulfonylbenzothiazole). Reaction SMILES: [CH3:1][C:2]1[S:3][C:4]2[C:10](N)=[CH:9][CH:8]=[CH:7][C:5]=2[N:6]=1.N([O-])=O.[Na+].[S:16](=[O:18])=[O:17].[ClH:19]>O.C(O)(=O)C>[CH3:1][C:2]1[S:3][C:4]2[C:10]([S:16]([Cl:19])(=[O:18])=[O:17])=[CH:9][CH:8]=[CH:7][C:5]=2[N:6]=1 |f:1.2|. Procedure: A suspension of 8 g of the product from Example 7 in 20 mL of concentrated hydrochloric acid was cooled to 0° C. and treated with a solution of 3.7 g sodium nitrite in 6 mL of water. After completion of the addition, the mixture was stirred at 0°-5° C. for about 15 minutes. This diazonium salt solution was then added all at once to a mixture of liquid sulfur dioxide, 2 g of cupric chloride dihydrate, and 4 mL water in 39 mL of glacial acetic acid at about 10° C.; vigorous gas evolution ensued. T... Reactants: OCC(C)(C)C=1C=C(C=CC1)O (3-(2-hydroxy-1,1-dimethylethyl)phenol), C(C=1C(O)=CC=CC1)=O (salicylaldehyde). The product is OCC(C)(C)C=1C=C(C(C=O)=CC1)O (4-(2-hydroxy-1,1-dimethylethyl)salicylaldehyde). Reaction SMILES: [OH:1][CH2:2][C:3]([C:6]1[CH:7]=[C:8]([OH:12])[CH:9]=[CH:10][CH:11]=1)([CH3:5])[CH3:4].C(=O)C1[C:15](=CC=CC=1)[OH:16]>>[OH:1][CH2:2][C:3]([C:6]1[CH:7]=[C:8]([OH:12])[C:9](=[CH:10][CH:11]=1)[CH:15]=[O:16])([CH3:5])[CH3:4]. Reported procedure: The phenol (Step 5) was converted to the salicylaldehyde via a method similar to that described in Example 2, Step 1: mp 80.4–81.9° C. 1H NMR (CDCl3/300 MHz) 11.00 (s, 1H), 9.87 (s, 1H), 7.51 (d, 1H, J=8.3 Hz), 7.08 (dd, 1H, J=8.3 Hz, 1.4 Hz), 7.02 (d, 1H, J=1.4 Hz), 3.66 (s, 2H), 1.34 (s, 6H). Reactants: NNC(=O)c1cccnc1, CO, CC=CC=O. Product: CC=CC=NNC(=O)c1cccnc1. As a reaction SMILES: [C:1]([c:2]1[cH:3][n:4][cH:5][cH:6][cH:7]1)(=[O:8])[NH:9][NH2:10].[CH3:16][OH:17].[CH:11]([CH:12]=[CH:13][CH3:14])=[O:15]>>[C:1]([c:2]1[cH:3][n:4][cH:5][cH:6][cH:7]1)(=[O:8])[NH:9][N:10]=[CH:11][CH:12]=[CH:13][CH3:14]. Reactants: ClC1=CC=C2C(=CC(=NC2=C1)C)N1CCNCC1 (7-Chloro-2-methyl-4-(piperazin-1-yl)quinoline), FC1=CC=C(C=C1)N=C=O (4-fluorophenyl isocyanate), CCCCCC.CCOC(=O)C (hexane EtOAc). Reagents/catalysts: CN(C)C=1C=CN=CC1 (DMAP). Solvent: C1CCOC1 (THF). Yields the product ClC1=CC=C2C(=CC(=NC2=C1)C)N1CCN(CC1)C(=O)NC1=CC=C(C=C1)F (7-Chloro-4-[4-(4-fluorophenylaminocarbonyl)piperazin-1-yl]-2-methylquinoline). As a reaction SMILES: [Cl:1][C:2]1[CH:11]=[C:10]2[C:5]([C:6]([N:13]3[CH2:18][CH2:17][NH:16][CH2:15][CH2:14]3)=[CH:7][C:8]([CH3:12])=[N:9]2)=[CH:4][CH:3]=1.[F:19][C:20]1[CH:25]=[CH:24][C:23]([N:26]=[C:27]=[O:28])=[CH:22][CH:21]=1.CCCCCC.CCOC(C)=O>CN(C1C=CN=CC=1)C.C1COCC1>[Cl:1][C:2]1[CH:11]=[C:10]2[C:5]([C:6]([N:13]3[CH2:18][CH2:17][N:16]([C:27]([NH:26][C:23]4[CH:24]=[CH:25][C:20]([F:19])=[CH:21][CH:22]=4)=[O:28])[CH2:15][CH2:14]3)=[CH:7][C:8]([CH3:12])=[N:9]2)=[CH:4][CH:3]=1 |f:2.3|. Reported procedure: 7-Chloro-2-methyl-4-(piperazin-1-yl)quinoline (0.26 g), 4-fluorophenyl isocyanate (114 μL, 1.0 mmol), and DMAP (2 mg) in THF (10 mL) are reacted according to method C yielding the product as a colorless solid after column chromatography with hexane-EtOAc. 1H NMR ([D]6-DMSO), δ 2.58 (s, 3H), 3.17 (m, 4H), 3.71 (m, 4H), 6.94 (s, 1H), 7.06 (t, 2H), 7.46 (m, 3H), 7.87 (d, 1H), 8.01 (d, 1H), 8.68 (br. s, 1H). Starting materials: ClC=1C(=C(C(=C(C1)C(C)=O)O)CCC)O (1-(5-chloro-2,4-dihydroxy-3-propylphenyl)-ethanone), C(C)OC(COC1=C(C(=C(C=C1)C(C)=O)OCCOCCOS(=O)(=O)C)CCC)=O ([4-acetyl-3-[2-[2-[(methylsulfonyl)oxy]ethoxy]ethoxy]-2-propylphenoxy]acetic acid ethyl ester), C([O-])([O-])=O.[K+].[K+] (potassium carbonate). Solvent: CC(=O)C (acetone), CN(C=O)C (dimethylformamide). The product is C(C)OC(COC1=C(C(=C(C=C1)C(C)=O)OCCOCCOC1=C(C(=C(C=C1Cl)C(C)=O)O)CCC)CCC)=O ([4-acetyl-3-[2-[2-(4-acetyl-6-chloro-3-hydroxy-2-propylphenoxy)ethoxy]ethoxy]2-propylphenoxy]acetic acid ethyl ester). The yield is 30.8%. Reaction SMILES: [Cl:1][C:2]1[C:3]([OH:15])=[C:4]([CH2:12][CH2:13][CH3:14])[C:5]([OH:11])=[C:6]([C:8](=[O:10])[CH3:9])[CH:7]=1.[CH2:16]([O:18][C:19](=[O:45])[CH2:20][O:21][C:22]1[CH:27]=[CH:26][C:25]([C:28](=[O:30])[CH3:29])=[C:24]([O:31][CH2:32][CH2:33][O:34][CH2:35][CH2:36]OS(C)(=O)=O)[C:23]=1[CH2:42][CH2:43][CH3:44])[CH3:17].C(=O)([O-])[O-].[K+].[K+]>CC(C)=O.CN(C)C=O>[CH2:16]([O:18][C:19](=[O:45])[CH2:20][O:21][C:22]1[CH:27]=[CH:26][C:25]([C:28](=[O:30])[CH3:29])=[C:24]([O:31][CH2:32][CH2:33][O:34][CH2:35][CH2:36][O:15][C:3]2[C:2]([Cl:1])=[CH:7][C:6]([C:8](=[O:10])[CH3:9])=[C:5]([OH:11])[C:4]=2[CH2:12][CH2:13][CH3:14])[C:23]=1[CH2:42][CH2:43][CH3:44])[CH3:17] |f:2.3.4|. Procedure details: A mixture of 0.512 g (0.00224 mol) of 1-(5-chloro-2,4-dihydroxy-3-propylphenyl)-ethanone, 1.000 g (0.00224 mol) of [4-acetyl-3-[2-[2-[(methylsulfonyl)oxy]ethoxy]ethoxy]-2-propylphenoxy]acetic acid ethyl ester and 0.620 g (0.00448 mol) of anhydrous potassium carbonate in 20 ml of anhydrous acetone and 10 ml of anhydrous dimethylformamide was stirred at reflux for 24 hours. The reaction mixture was filtered and concentrated in vacuo to an oil which was treated with ethyl acetate and sodium chlorid... The reactants are COC(=O)Cl (chloroformic acid methyl ester), N[C@@H](C(C)C)C(=O)O (L-valine). Solvent: [OH-].[Na+] (NaOH), O1CCOCC1 (dioxane). Run at time 18 hour. Yields the product COC(=O)N[C@@H](C(C)C)C(=O)O (N-(Methoxycarbonyl)-(L)-valine). As a reaction SMILES: [CH3:1][O:2][C:3](Cl)=[O:4].[NH2:6][C@H:7]([C:11]([OH:13])=[O:12])[CH:8]([CH3:10])[CH3:9]>[OH-].[Na+].O1CCOCC1>[CH3:1][O:2][C:3]([NH:6][C@H:7]([C:11]([OH:13])=[O:12])[CH:8]([CH3:10])[CH3:9])=[O:4] |f:2.3|. Procedure: 5.67 g (60 mmol) of chloroformic acid methyl ester are added to 7.0 g (60 mmol) of L-valine in 100 ml of 2N NaOH and 30 ml of dioxane (→exothermic reaction) and the mixture is then stirred for 18 h at RT. The reaction mixture is extracted with methylene chloride and the aqueous phase is acidified with 27 ml of 4N HCl and extracted again with methylene chloride. Drying and concentration by evaporation of the latter methylene chloride phase yields the title compound: tRet (I)=7.2 min; 1H-NMR (200 ... Reactants: BrC1=C2C(C(=CN(C2=C(C(=C1F)N1CCN(CC1)C)F)C1CC1)C(=O)OCC)=O (ethyl 5-bromo-1-cyclopropyl-6,8-difluoro-1,4-dihydro-7-(4-methyl-1-piperazinyl)-4-oxo-3-quinolinecarboxylate), C(CCC)[Sn](CCCC)(CCCC)C#C[Si](C)(C)C (tributylstannyl-trimethylsilyl-acetylene). The reagents and catalysts are [Pd].C1(=CC=CC=C1)P(C1=CC=CC=C1)C1=CC=CC=C1.C1(=CC=CC=C1)P(C1=CC=CC=C1)C1=CC=CC=C1.C1(=CC=CC=C1)P(C1=CC=CC=C1)C1=CC=CC=C1.C1(=CC=CC=C1)P(C1=CC=CC=C1)C1=CC=CC=C1 (tetrakis(triphenylphosphine)-palladium(0)). Run in C1(=CC=CC=C1)C (toluene), C1(=CC=CC=C1)C (toluene). The product is C1(CC1)N1C=C(C(C2=C(C(=C(C(=C12)F)N1CCN(CC1)C)F)[Si](C)(C)C)=O)C(=O)OCC (Ethyl 1-cyclopropyl-6,8-difluoro-1,4-dihydro-7-(4-methyl-1-piperazinyl)-5-trimethylsilyl-4-oxo-3-quinolinecarboxylate). Isolated yield 58.1%. Reaction SMILES: Br[C:2]1[C:11]([F:12])=[C:10]([N:13]2[CH2:18][CH2:17][N:16]([CH3:19])[CH2:15][CH2:14]2)[C:9]([F:20])=[C:8]2[C:3]=1[C:4](=[O:29])[C:5]([C:24]([O:26][CH2:27][CH3:28])=[O:25])=[CH:6][N:7]2[CH:21]1[CH2:23][CH2:22]1.C([Sn](C#[C:44][Si:45](C)([CH3:47])[CH3:46])(CCCC)CCCC)CCC>C1(C)C=CC=CC=1.[Pd].C1(P(C2C=CC=CC=2)C2C=CC=CC=2)C=CC=CC=1.C1(P(C2C=CC=CC=2)C2C=CC=CC=2)C=CC=CC=1.C1(P(C2C=CC=CC=2)C2C=CC=CC=2)C=CC=CC=1.C1(P(C2C=CC=CC=2)C2C=CC=CC=2)C=CC=CC=1>[CH:21]1([N:7]2[C:8]3[C:3](=[C:2]([Si:45]([CH3:47])([CH3:46])[CH3:44])[C:11]([F:12])=[C:10]([N:13]4[CH2:14][CH2:15][N:16]([CH3:19])[CH2:17][CH2:18]4)[C:9]=3[F:20])[C:4](=[O:29])[C:5]([C:24]([O:26][CH2:27][CH3:28])=[O:25])=[CH:6]2)[CH2:23][CH2:22]1 |f:3.4.5.6.7|. Reported procedure: 1.1 g of ethyl 5-bromo-1-cyclopropyl-6,8-difluoro-1,4-dihydro-7-(4-methyl-1-piperazinyl)-4-oxo-3-quinolinecarboxylate, 1.2 g of tributylstannyl-trimethylsilyl-acetylene and 0.135 g of tetrakis(triphenylphosphine)-palladium(0) are refluxed for 3 hours in 10 ml of absolute toluene. The reaction mixture is treated with a further 5 ml of toluene and filtered while hot. The product crystallizes out of the filtrate. After filtration with suction and drying, 0.63 g of the title compound is obtained (56... The reactants are [Al+3], CCOC(C)=O, CC1(C)CCC(C)(C)C1=O, [H-], [H-], [H-], [H-], [Li+], C1CCOC1. Product: CC1(C)CCC(C)(C)C1O. RXN SMILES: [Al+3:12].[CH3:17][CH2:18][O:19][C:20](=[O:21])[CH3:22].[CH3:1][C:2]1([CH3:10])[C:3](=[O:9])[C:4]([CH3:7])([CH3:8])[CH2:5][CH2:6]1.[H-:11].[H-:14].[H-:15].[H-:16].[Li+:13].[O:23]1[CH2:24][CH2:25][CH2:26][CH2:27]1>>[CH3:1][C:2]1([CH3:10])[CH:3]([OH:9])[C:4]([CH3:7])([CH3:8])[CH2:5][CH2:6]1. The reactants are CCO, CCCN(CC1CC1)c1cc(C(=O)Nc2ccc3nn(CC(=O)OCC)cc3c2)ncn1, Cl, [Na+], [OH-], O. Yields the product CCCN(CC1CC1)c1cc(C(=O)Nc2ccc3nn(CC(=O)O)cc3c2)ncn1. Reaction SMILES: [CH3:37][CH2:38][OH:39].[CH:1]1([CH2:4][N:5]([c:6]2[cH:7][c:8]([C:12](=[O:13])[NH:14][c:15]3[cH:16][c:17]4[cH:18][n:19]([CH2:24][C:25](=[O:26])[O:27][CH2:28][CH3:29])[n:20][c:21]4[cH:22][cH:23]3)[n:9][cH:10][n:11]2)[CH2:30][CH2:31][CH3:32])[CH2:2][CH2:3]1.[ClH:36].[Na+:34].[OH-:33].[OH2:35]>>[CH:1]1([CH2:4][N:5]([c:6]2[cH:7][c:8]([C:12](=[O:13])[NH:14][c:15]3[cH:16][c:17]4[cH:18][n:19]([CH2:24][C:25](=[O:26])[OH:27])[n:20][c:21]4[cH:22][cH:23]3)[n:9][cH:10][n:11]2)[CH2:30][CH2:31][CH3:32])[CH2:2][CH2:3]1.